This data is from the Open Reaction Database (ORD), a public repository of structured organic reaction records. The task is: describe an organic reaction: reactants, conditions, products, and yield Run at time 8 hour. Procedure details: In a 250 mL round-bottomed flask, 1-tert-butyl 2-methyl 2,3-dihydro-1H-pyrrolo[2,3-b]pyridine-1,2-dicarboxylate (prepared using methods of M Boehringer, et al. U.S. Pat. No. 7,417,144) (3.0 g, 10.8 mmol, Eq: 1.00) was combined with THF (18 mL) and MeOH (12 mL) to give a colorless solution. Lithium hydroxide monohydrate (452 mg, 10.8 mmol, Eq: 1.00) was added and the reaction was stirred at rt overnight. The crude reaction mixture was concentrated in vacuo to give lithium 1-(tert-butoxycarbonyl)-... Reactants: N1(C(CC=2C1=NC=CC2)C(=O)OC)C(=O)OC(C)(C)C (1-tert-butyl 2-methyl 2,3-dihydro-1H-pyrrolo[2,3-b]pyridine-1,2-dicarboxylate), C1CCOC1 (THF), O.[OH-].[Li+] (Lithium hydroxide monohydrate). As a reaction SMILES: [N:1]1([C:14]([O:16][C:17]([CH3:20])([CH3:19])[CH3:18])=[O:15])[C:5]2=[N:6][CH:7]=[CH:8][CH:9]=[C:4]2[CH2:3][CH:2]1[C:10]([O:12]C)=[O:11].C1COCC1.O.[OH-].[Li+:28]>CO>[C:17]([O:16][C:14]([N:1]1[C:5]2=[N:6][CH:7]=[CH:8][CH:9]=[C:4]2[CH2:3][CH:2]1[C:10]([O-:12])=[O:11])=[O:15])([CH3:20])([CH3:18])[CH3:19].[Li+:28] |f:2.3.4,6.7|. Solvent: CO (MeOH). Product: C(C)(C)(C)OC(=O)N1C(CC=2C1=NC=CC2)C(=O)[O-].[Li+] (lithium 1-(tert-butoxycarbonyl)-2,3-dihydro-1H-pyrrolo[2,3-b]pyridine-2-carboxylate). Starting materials: C(C)(=O)C=1N(C=CC1)C (2-acetyl-1-methylpyrrole), FC(C(=O)O)(F)F (trifluoroacetic acid). The product is C(C)(=O)C1=CN(C=C1)C (3-acetyl-1-methylpyrrole). RXN SMILES: C([C:4]1[N:5]([CH3:9])[CH:6]=[CH:7][CH:8]=1)(=O)C.F[C:11](F)(F)[C:12](O)=[O:13]>>[C:12]([C:7]1[CH:8]=[CH:4][N:5]([CH3:9])[CH:6]=1)(=[O:13])[CH3:11]. Procedure details: A solution of 3.0g of 2-acetyl-1-methylpyrrole in 30 ml of trifluoroacetic acid is heated under reflux for 90 minutes. The solvent is then evaporated in vacuo and the residue is partitioned between chloroform and sodium bicarbonate solution. The chloroform layer is dried and the solvent evaporated in vacuo to give 3-acetyl-1-methylpyrrole as a brown oil.